The task is: describe an organic reaction: reactants, conditions, products, and yield. This data is from the Open Reaction Database (ORD), a public repository of structured organic reaction records. The reactants are O=C([O-])[O-], CCOCC, CC#N, Cl, CN(C1CCN(C(=O)C(Cc2ccc(F)cc2)NC(=O)c2cc3cc(Cl)ncc3[nH]2)CC1)S(=O)(=O)c1ccccc1[N+](=O)[O-], [K+], [K+]. Product: CNC1CCN(C(=O)C(Cc2ccc(F)cc2)NC(=O)c2cc3cc(Cl)ncc3[nH]2)CC1. Reaction SMILES: [C:45](=[O:46])([O-:47])[O-:48].[CH3:51][CH2:52][O:53][CH2:54][CH3:55].[CH3:57][C:58]#[N:59].[ClH:56].[F:1][c:2]1[cH:3][cH:4][c:5]([CH2:6][CH:7]([C:8](=[O:9])[N:10]2[CH2:11][CH2:12][CH:13]([N:16]([S:17]([c:18]3[cH:19][cH:20][cH:21][cH:22][c:23]3[N+:24]([O-:25])=[O:26])(=[O:27])=[O:28])[CH3:29])[CH2:14][CH2:15]2)[NH:30][C:31](=[O:32])[c:33]2[cH:34][c:35]3[c:36]([cH:37][n:38][c:39]([Cl:41])[cH:40]3)[nH:42]2)[cH:43][cH:44]1.[K+:49].[K+:50]>>[F:1][c:2]1[cH:3][cH:4][c:5]([CH2:6][CH:7]([C:8](=[O:9])[N:10]2[CH2:11][CH2:12][CH:13]([NH:16][CH3:29])[CH2:14][CH2:15]2)[NH:30][C:31](=[O:32])[c:33]2[cH:34][c:35]3[c:36]([cH:37][n:38][c:39]([Cl:41])[cH:40]3)[nH:42]2)[cH:43][cH:44]1. The reactants are C1(C=2C(C(=O)O1)=CC=CC2)=O (phthalic anhydride), C(CC(=O)O)(=O)O (malonic acid), CC1=C2C(C(=O)OC2=O)=CC(=C1C(=O)OCC)C (3,5-dimethyl-4-ethoxycarbonyl-phthalic anhydride), C(CC(=O)O)(=O)O (malonic acid), C(C)(=O)[O-].[Na+] (sodium acetate). Run in C(C)(=O)O (acetic acid). The product is CC=1C=C2C(OC(=O)C2=C(C1C(=O)OCC)C)(C)O (5,7-dimethyl-6-ethoxycarbonyl-3-hydroxy-3-methylphthalide). The yield is 77.0%. RXN SMILES: [CH3:1][C:2]1[C:12]([C:13]([O:15][CH2:16][CH3:17])=[O:14])=[C:11]([CH3:18])[CH:10]=[C:4]2[C:5]([O:7][C:8](=[O:9])[C:3]=12)=[O:6].[C:19](O)(=O)CC(O)=O.C([O-])(=O)C.[Na+].C1(=O)OC(=O)C2=CC=CC=C12>C(O)(=O)C>[CH3:18][C:11]1[CH:10]=[C:4]2[C:3](=[C:2]([CH3:1])[C:12]=1[C:13]([O:15][CH2:16][CH3:17])=[O:14])[C:8](=[O:9])[O:7][C:5]2([OH:6])[CH3:19] |f:2.3|. Procedure details: A 500 ml. three-necked glass flask equipped with a reflux condenser, a thermometer and a stirrer was charged with a mixture consisting of 50 g of 3,5-dimethyl-4-ethoxycarbonyl-phthalic anhydride, 42 g of well-dried malonic acid, 30 g of sodium acetate and 200 g of acetic acid, and the flask was heated in an oil bath. The phthalic anhydride derivative was reacted with malonic acid at 90° to 95° C. for 15 hours with stirring. After the reaction, the reaction mixture was analyzed by high-speed liqu... The reactants are ClC1=CC=C(C=C1)C(=O)N([C@H]1[C@@H](CN(CC1)C1=CC=C(C=N1)C(=O)O)C1=CC(=C(C=C1)Cl)Cl)C (6-[(3R,4R)-4-{[(4-chlorophenyl)carbonyl](methyl)amino}-3-(3,4-dichlorophenyl)piperidin-1-yl]pyridine-3-carboxylic acid), N (ammonia). Yields the product ClC1=CC=C(C=C1)C(=O)N([C@H]1[C@@H](CN(CC1)C1=CC=C(C=N1)C(=O)N)C1=CC(=C(C=C1)Cl)Cl)C (6-[(3R,4R)-4-{[(4-chlorophenyl)carbonyl](methyl)amino}-3-(3,4-dichlorophenyl)piperidin-1-yl]pyridine-3-carboxamide). Reaction SMILES: [Cl:1][C:2]1[CH:7]=[CH:6][C:5]([C:8]([N:10]([CH3:34])[C@@H:11]2[CH2:16][CH2:15][N:14]([C:17]3[N:22]=[CH:21][C:20]([C:23]([OH:25])=O)=[CH:19][CH:18]=3)[CH2:13][C@H:12]2[C:26]2[CH:31]=[CH:30][C:29]([Cl:32])=[C:28]([Cl:33])[CH:27]=2)=[O:9])=[CH:4][CH:3]=1.[NH3:35]>>[Cl:1][C:2]1[CH:7]=[CH:6][C:5]([C:8]([N:10]([CH3:34])[C@@H:11]2[CH2:16][CH2:15][N:14]([C:17]3[N:22]=[CH:21][C:20]([C:23]([NH2:35])=[O:25])=[CH:19][CH:18]=3)[CH2:13][C@H:12]2[C:26]2[CH:31]=[CH:30][C:29]([Cl:32])=[C:28]([Cl:33])[CH:27]=2)=[O:9])=[CH:4][CH:3]=1. Procedure details: Using the compound obtained in Example 500 and aqueous ammonia, and by the reaction and purification in the same manner as in Example 510, the title compound was obtained.